From a dataset of the Open Reaction Database (ORD), a public repository of structured organic reaction records. describe an organic reaction: reactants, conditions, products, and yield The reactants are [Cl-].[Ca+2].[Cl-] (calcium chloride), C1(=CC=CC=C1)S(=O)O (benzenesulphinic acid), COC=1C=C(CC2OC(CC2)OC)C=CC1OC (2-(3,4,dimethoxybenzyl)-5-methoxytetrahydrofuran). Solvent: C(Cl)Cl (DCM), C(Cl)Cl (DCM). Conditions: time 4 hour. Product: C1(=CC=CC=C1)S(=O)(=O)C1OC(CC1)C1=CC(=C(C=C1)OC)OC (2-benzenesulphonyl-5-(3,4-dimethoxyphenyl)tetrahydrofuran). Yield: 36.2%. Reaction SMILES: [C:1]1([S:7]([OH:9])=[O:8])[CH:6]=[CH:5][CH:4]=[CH:3][CH:2]=1.[Cl-].[Ca+2].[Cl-].[CH3:13][O:14][C:15]1[CH:16]=[C:17](C=[CH:27][C:28]=1[O:29][CH3:30])[CH2:18][CH:19]1[CH2:23][CH2:22][CH:21](OC)[O:20]1>C(Cl)Cl>[C:1]1([S:7]([CH:21]2[CH2:22][CH2:23][CH:19]([C:18]3[CH:17]=[CH:16][C:15]([O:14][CH3:13])=[C:28]([O:29][CH3:30])[CH:27]=3)[O:20]2)(=[O:9])=[O:8])[CH:6]=[CH:5][CH:4]=[CH:3][CH:2]=1 |f:1.2.3|. Procedure details: To a solution of benzenesulphinic acid (8.68 g, 0.061M) in DCM (120 ml) containing a suspension of powdered calcium chloride (1.0 g) at room temperature was added a solution of 2-(3,4,dimethoxybenzyl)-5-methoxytetrahydrofuran (7.0 g, 0.029M) in DCM (80 ml). The mixture was stirred at room temperature for 4 h, quenched by washing with water (2×50 ml), dried over anhydrous sodium sulphate, filtered and evaporated. Column chromatography (flash silica gel; 3:2 hexane/ethyl acetate) provided the prod... Starting materials: COC1=CC=C(C=C1)N1N=C(C2=C1C(NCC2)=O)C(=O)OCC (ethyl 1-(4-methoxyphenyl)-7-oxo-4,5,6,7-tetrahydro-1H-pyrazolo[3,4-c]pyridine-3-carboxylate), IC1=CC=C(C=C1)C(C#N)(C)C (2-(4-iodophenyl) 2-methylproprionitrile), C(=O)([O-])[O-].[K+].[K+] (K2CO3). Reagents/catalysts: [Cu]I (CuI). Run in CS(=O)C (DMSO). Reaction conditions: temperature 130 celsius. Product: C(#N)C(C1=CC=C(C=C1)N1C(C2=C(CC1)C(=NN2C2=CC=C(C=C2)OC)C(=O)OCC)=O)(C)C (Ethyl 6-[4-(cyano-dimethyl-methyl)phenyl]-1-(4-methoxy-phenyl)-7-oxo-4,5,6,7-tetrahydro-1H-pyrazolo[3,4-c]pyridine-3-carboylate). Isolated yield 45.9%. Reaction SMILES: [CH3:1][O:2][C:3]1[CH:8]=[CH:7][C:6]([N:9]2[C:13]3[C:14](=[O:18])[NH:15][CH2:16][CH2:17][C:12]=3[C:11]([C:19]([O:21][CH2:22][CH3:23])=[O:20])=[N:10]2)=[CH:5][CH:4]=1.I[C:25]1[CH:30]=[CH:29][C:28]([C:31]([CH3:35])([CH3:34])[C:32]#[N:33])=[CH:27][CH:26]=1.C([O-])([O-])=O.[K+].[K+]>[Cu]I.CS(C)=O>[C:32]([C:31]([CH3:35])([CH3:34])[C:28]1[CH:29]=[CH:30][C:25]([N:15]2[CH2:16][CH2:17][C:12]3[C:11]([C:19]([O:21][CH2:22][CH3:23])=[O:20])=[N:10][N:9]([C:6]4[CH:7]=[CH:8][C:3]([O:2][CH3:1])=[CH:4][CH:5]=4)[C:13]=3[C:14]2=[O:18])=[CH:26][CH:27]=1)#[N:33] |f:2.3.4|. Reported procedure: Part D. To a DMSO (4 mL, degassed) solution of ethyl 1-(4-methoxyphenyl)-7-oxo-4,5,6,7-tetrahydro-1H-pyrazolo[3,4-c]pyridine-3-carboxylate (0.6 g, 1.9 mmol), and 2-(4-iodophenyl) 2-methylproprionitrile (0.6 g, 2.2 mmol), and K2CO3 (0.66 g, 4.8 mmol) and was added CuI (73 mg, 0.3 mmol). The reaction was heated to 130° C. for 18 h. The reaction was cooled, extracted with EtOAc, washed with H2O, and dried (MgSO4). Purification by chromatography on silica gel (1:1 hexanes/ethyl acetate) afforded the... Reactants: O=C([O-])O, C=Cc1ccccc1, ClCCl, [Na+], O, OO. The product is c1ccc(C2CO2)cc1. As a reaction SMILES: [C:9]([OH:10])(=[O:11])[O-:12].[CH2:1]=[CH:2][c:3]1[cH:4][cH:5][cH:6][cH:7][cH:8]1.[Cl:16][CH2:17][Cl:18].[Na+:13].[OH2:19].[OH:14][OH:15]>>[CH2:1]1[CH:2]([c:3]2[cH:4][cH:5][cH:6][cH:7][cH:8]2)[O:10]1. Reactants: CN(C)C=O, O=C1CCC(=O)N1Cl, Cn1nccc1C(F)F, Cn1ccc(C(F)F)n1, O. Product: Cn1cc(Cl)c(C(F)F)n1. As a reaction SMILES: [CH3:28][N:29]([CH3:30])[CH:31]=[O:32].[Cl:1][N:2]1[C:3](=[O:4])[CH2:5][CH2:6][C:7]1=[O:8].[F:18][CH:19]([F:20])[c:21]1[n:22]([CH3:23])[n:24][cH:25][cH:26]1.[F:9][CH:10]([c:11]1[n:12][n:13]([CH3:16])[cH:14][cH:15]1)[F:17].[OH2:27]>>[Cl:1][c:15]1[c:11]([CH:10]([F:9])[F:17])[n:12][n:13]([CH3:16])[cH:14]1. The reactants are CC(C)O, FC(F)(F)c1ccc(Nc2nc(CCl)nc3cc(-c4ncccc4C(F)(F)F)ccc23)cc1, Cl. Yields the product CC(C)OCc1nc(Nc2ccc(C(F)(F)F)cc2)c2ccc(-c3ncccc3C(F)(F)F)cc2n1. As a reaction SMILES: [CH:35]([CH3:36])([CH3:37])[OH:38].[Cl:2][CH2:3][c:4]1[n:5][c:6]2[cH:7][c:8](-[c:25]3[n:26][cH:27][cH:28][cH:29][c:30]3[C:31]([F:32])([F:33])[F:34])[cH:9][cH:10][c:11]2[c:12]([NH:14][c:15]2[cH:16][cH:17][c:18]([C:21]([F:22])([F:23])[F:24])[cH:19][cH:20]2)[n:13]1.[ClH:1]>>[CH2:3]([c:4]1[n:5][c:6]2[cH:7][c:8](-[c:25]3[n:26][cH:27][cH:28][cH:29][c:30]3[C:31]([F:32])([F:33])[F:34])[cH:9][cH:10][c:11]2[c:12]([NH:14][c:15]2[cH:16][cH:17][c:18]([C:21]([F:22])([F:23])[F:24])[cH:19][cH:20]2)[n:13]1)[O:38][CH:35]([CH3:36])[CH3:37]. Starting materials: FC=1C=CC(=C(C1)N)C1CC2=CC=C(C=C2CC1)OC (5-fluoro-2-(6-methoxy-1,2,3,4-tetrahydronaphthalen-2-yl)phenylamine), Cl.FC=1C=C(C(=O)O)C=CC1OCCN1CCCCC1 (3-fluoro-4-(2-piperidin-1-ylethoxy)benzoic acid hydrochloride), FC=1C=CC(=C(C1)NCC1=CC(=C(C=C1)OCCN1CCCCC1)F)C1CC2=CC=C(C=C2CC1)OC ([5-fluoro-2-(6-methoxy-1,2,3,4-tetrahydronaphthalen-2-yl)phenyl][3-fluoro-4-(2-piperidin-1-ylethoxy)benzyl]amine). The product is C(C)N(CC1=CC(=C(C=C1)OCCN1CCCCC1)F)C1=C(C=CC(=C1)F)C1CC2=CC=C(C=C2CC1)OC (ethyl[5-fluoro-2-(6-methoxy-1,2,3,4-tetrahydronaphthalen-2-yl)phenyl][3-fluoro-4-(2-piperidin-1-ylethoxy)benzyl]amine). As a reaction SMILES: FC1C=CC(C2CCC3C(=CC=C(OC)C=3)C2)=C(N)C=1.Cl.[F:22][C:23]1[CH:24]=[C:25]([CH:29]=[CH:30][C:31]=1[O:32][CH2:33][CH2:34][N:35]1[CH2:40][CH2:39][CH2:38][CH2:37][CH2:36]1)[C:26](O)=O.[F:41][C:42]1[CH:43]=[CH:44][C:45]([CH:66]2[CH2:75][CH2:74][C:73]3[C:68](=[CH:69][CH:70]=[C:71]([O:76][CH3:77])[CH:72]=3)[CH2:67]2)=[C:46]([NH:48][CH2:49][C:50]2C=CC(OCCN3CCCCC3)=C(F)C=2)[CH:47]=1>>[CH2:49]([N:48]([C:46]1[CH:47]=[C:42]([F:41])[CH:43]=[CH:44][C:45]=1[CH:66]1[CH2:75][CH2:74][C:73]2[C:68](=[CH:69][CH:70]=[C:71]([O:76][CH3:77])[CH:72]=2)[CH2:67]1)[CH2:26][C:25]1[CH:29]=[CH:30][C:31]([O:32][CH2:33][CH2:34][N:35]2[CH2:40][CH2:39][CH2:38][CH2:37][CH2:36]2)=[C:23]([F:22])[CH:24]=1)[CH3:50] |f:1.2|. Procedure: Synthesized from 5-fluoro-2-(6-methoxy-1,2,3,4-tetrahydronaphthalen-2-yl)phenylamine and 3-fluoro-4-(2-piperidin-1-ylethoxy)benzoic acid hydrochloride according to an analogous synthetic method to Example 282, [5-fluoro-2-(6-methoxy-1,2,3,4-tetrahydronaphthalen-2-yl)phenyl][3-fluoro-4-(2-piperidin-1-ylethoxy)benzyl]amine (376 mg) was used according to an analogous synthetic method to Example 36 to provide ethyl[5-fluoro-2-(6-methoxy-1,2,3,4-tetrahydronaphthalen-2-yl)phenyl][3-fluoro-4-(2-piperid... Reactants: N1(CCNCC1)C1=CC=CC(=N1)O (6-piperazin-1-yl-pyridin-2-ol), O(C(=O)OC(C)(C)C)C(=O)OC(C)(C)C (t-BOC2O), O (H2O). Run in O1CCOCC1 (1,4-dioxane). Reaction conditions: temperature 75 celsius. Product: C(C)(C)(C)OC(=O)N1CCN(CC1)C1=NC(=CC=C1)O (4-(6-Hydroxy-pyridin-2-yl)-piperazine-1-carboxylic acid tert-butyl ester). Reaction SMILES: [N:1]1([C:7]2[N:12]=[C:11]([OH:13])[CH:10]=[CH:9][CH:8]=2)[CH2:6][CH2:5][NH:4][CH2:3][CH2:2]1.[O:14](C(OC(C)(C)C)=O)[C:15]([O:17][C:18]([CH3:21])([CH3:20])[CH3:19])=O.O>O1CCOCC1>[C:18]([O:17][C:15]([N:4]1[CH2:3][CH2:2][N:1]([C:7]2[CH:8]=[CH:9][CH:10]=[C:11]([OH:13])[N:12]=2)[CH2:6][CH2:5]1)=[O:14])([CH3:21])([CH3:20])[CH3:19]. Procedure: To a stirring solution of 6-piperazin-1-yl-pyridin-2-ol (0.6 g, 3.30 mmol—Pavia, M. R., Taylor, C. P., Hershenson, F. M., Lobbestael, S. J. J. Med. Chem. 1987, 30(7), 1210) in 1,4-dioxane (15 ml) was added t-BOC2O (0.80 g, 3.68 mmol) and H2O (3 ml). The reaction mixture was heated at 75° C. for 8 h and cooled to RT. The heterogenous mixture was filtered and concentrated. Purification by flash silica gel chromatography afforded the title compound as a red solid, 0.90 g (97%). MS (ESI) 280.4 (M+H+...